From a dataset of the Open Reaction Database (ORD), a public repository of structured organic reaction records. describe an organic reaction: reactants, conditions, products, and yield Reactants: COc1ccc(C(=O)C2CCC2)cc1, [K+], [K+], NN, O=C([O-])[O-], O, OCCOCCO. Yields the product COc1ccc(CC2CCC2)cc1. RXN SMILES: [CH:1]1([C:5](=[O:6])[c:7]2[cH:8][cH:9][c:10]([O:13][CH3:14])[cH:11][cH:12]2)[CH2:2][CH2:3][CH2:4]1.[K+:18].[K+:19].[NH2:16][NH2:17].[O-:20][C:21]([O-:22])=[O:23].[OH2:15].[OH:24][CH2:25][CH2:26][O:27][CH2:28][CH2:29][OH:30]>>[CH:1]1([CH2:5][c:7]2[cH:8][cH:9][c:10]([O:13][CH3:14])[cH:11][cH:12]2)[CH2:2][CH2:3][CH2:4]1.